This data is from the Open Reaction Database (ORD), a public repository of structured organic reaction records. The task is: describe an organic reaction: reactants, conditions, products, and yield Reactants: C(#N)C=1C=C(N2C1C=CC1=CC=CC=C21)C(C2=CC(=CC=C2)O)=O (3-cyano-1-(3-hydroxy-benzoyl)-pyrrolo[1,2-a]quinoline), Cl.ClCCN1CCOCC1 (4-(2-chloroethyl)morpholine hydrochloride), C([O-])([O-])=O.[K+].[K+] (potassium carbonate). Solvent: CC(=O)C (acetone). Product: C(#N)C=1C=C(N2C1C=CC1=CC=CC=C21)C(C2=CC(=CC=C2)OCCN2CCOCC2)=O (3-Cyano-1-[3-(2-morpholin-4-yl-ethoxy)benzoyl]-pyrrolo[1,2-a]quinoline). The yield is 37.6%. RXN SMILES: [C:1]([C:3]1[CH:4]=[C:5]([C:16](=[O:24])[C:17]2[CH:22]=[CH:21][CH:20]=[C:19]([OH:23])[CH:18]=2)[N:6]2[C:15]3[C:10](=[CH:11][CH:12]=[CH:13][CH:14]=3)[CH:9]=[CH:8][C:7]=12)#[N:2].Cl.Cl[CH2:27][CH2:28][N:29]1[CH2:34][CH2:33][O:32][CH2:31][CH2:30]1.C(=O)([O-])[O-].[K+].[K+]>CC(C)=O>[C:1]([C:3]1[CH:4]=[C:5]([C:16](=[O:24])[C:17]2[CH:22]=[CH:21][CH:20]=[C:19]([O:23][CH2:27][CH2:28][N:29]3[CH2:34][CH2:33][O:32][CH2:31][CH2:30]3)[CH:18]=2)[N:6]2[C:15]3[C:10](=[CH:11][CH:12]=[CH:13][CH:14]=3)[CH:9]=[CH:8][C:7]=12)#[N:2] |f:1.2,3.4.5|. Procedure details: A mixture of 3-cyano-1-(3-hydroxy-benzoyl)-pyrrolo[1,2-a]quinoline (31.2 mg, 0.1 mmol), 4-(2-chloroethyl)morpholine hydrochloride (37.2 mg, 0.2 mmol), potassium carbonate (165 mg, 1 mmol) in acetone (5 mL) was refluxed for 4 h. It was evaporated to dryness and the residue was purified by column chromatography (EtOAc) to give 16 mg (37%) of the title compound. 1H NMR (CDCl3): 8.06 (d, J=8.7 Hz, 1H), 7.86–7.83 (m, 1H), 7.75–7.43 (m, 8H), 7.26–7.20 (m, 1H), 4.20 (t, J=5.60 Hz, 2H), 3.74 (t, J=4.80 ... The reactants are FC(C=1C=C(CN(C(C2=CN=C(C=C2C2=C(C=CC=C2)C)C(CBr)=O)=O)C)C=C(C1)C(F)(F)F)(F)F (N-(3,5-bis-trifluoromethyl-benzyl)-6-bromoacetyl-N-methyl-4-o-tolyl-nicotinamide), NC(=S)N (thiourea). Solvent: C(C)O (ethanol). The product is NC=1SC=C(N1)C1=NC=C(C(=O)N(C)CC2=CC(=CC(=C2)C(F)(F)F)C(F)(F)F)C(=C1)C1=C(C=CC=C1)C (6-(2-Amino-thiazol-4-yl)-N-(3,5-bis-trifluoromethyl-benzyl)-N-methyl-4-o-tolyl-nicotinamide). Yield: 86.6%. Reaction SMILES: [F:1][C:2]([F:36])([F:35])[C:3]1[CH:4]=[C:5]([CH:28]=[C:29]([C:31]([F:34])([F:33])[F:32])[CH:30]=1)[CH2:6][N:7]([CH3:27])[C:8](=[O:26])[C:9]1[C:14]([C:15]2[CH:20]=[CH:19][CH:18]=[CH:17][C:16]=2[CH3:21])=[CH:13][C:12]([C:22](=O)[CH2:23]Br)=[N:11][CH:10]=1.[NH2:37][C:38]([NH2:40])=[S:39]>C(O)C>[NH2:40][C:38]1[S:39][CH:23]=[C:22]([C:12]2[CH:13]=[C:14]([C:15]3[CH:20]=[CH:19][CH:18]=[CH:17][C:16]=3[CH3:21])[C:9]([C:8]([N:7]([CH2:6][C:5]3[CH:28]=[C:29]([C:31]([F:34])([F:32])[F:33])[CH:30]=[C:3]([C:2]([F:36])([F:35])[F:1])[CH:4]=3)[CH3:27])=[O:26])=[CH:10][N:11]=2)[N:37]=1. Procedure details: A mixture of 73 mg (0.13 mmol) N-(3,5-bis-trifluoromethyl-benzyl)-6-bromoacetyl-N-methyl-4-o-tolyl-nicotinamide and 12 mg (0.15 mmol) thiourea in 1 ml ethanol was heated at reflux for 30 min. After cooling to room temperature the solvent was evaporated in vacuo and the residue was dissolved in ethyl acetate. Washing with 1 M aqueous sodium hydroxide solution was followed by extraction of the aqueous layer with three portions of ethyl acetate. The combined organic layers were dried with sodium su... Reactants: COc1cc(CCc2ccccn2)ccn1, Cl. The product is O=c1cc(CCc2ccccn2)cc[nH]1. As a reaction SMILES: [CH3:1][O:2][c:3]1[n:4][cH:5][cH:6][c:7]([CH2:9][CH2:10][c:11]2[n:12][cH:13][cH:14][cH:15][cH:16]2)[cH:8]1.[ClH:17]>>[O:2]=[c:3]1[nH:4][cH:5][cH:6][c:7]([CH2:9][CH2:10][c:11]2[n:12][cH:13][cH:14][cH:15][cH:16]2)[cH:8]1. The reactants are [N+](=O)([O-])C1=CC=CC=2N=CNC21 (4-Nitrobenzimidazole), BrC1=CC(=CC=C1)Br (1,3-dibromobenzene), C([O-])([O-])=O.[K+].[K+] (potassium carbonate), Cu bronze, BrC1=CC(=CC=C1)Br (1,3-dibromobenzene). Run in CN1C(CCC1)=O (1-methyl-2-pyrrolidone). Reaction conditions: temperature 140 celsius, time 24 hour. The product is BrC=1C=C(C=CC1)N1C=NC2=C1C=CC=C2[N+](=O)[O-] (1-(3-Bromophenyl)-4-nitrobenzimidazole). RXN SMILES: [N+:1]([C:4]1[C:12]2[NH:11][CH:10]=[N:9][C:8]=2[CH:7]=[CH:6][CH:5]=1)([O-:3])=[O:2].[Br:13][C:14]1[CH:19]=[CH:18][CH:17]=[C:16](Br)[CH:15]=1.C(=O)([O-])[O-].[K+].[K+]>CN1CCCC1=O>[Br:13][C:14]1[CH:15]=[C:16]([N:9]2[C:8]3[CH:7]=[CH:6][CH:5]=[C:4]([N+:1]([O-:3])=[O:2])[C:12]=3[N:11]=[CH:10]2)[CH:17]=[CH:18][CH:19]=1 |f:2.3.4|. Procedure: 4-Nitrobenzimidazole (see Example 19. 0.75 g, 4.6 mmol), 1,3-dibromobenzene (1.11 ml, 9.2 mmol), potassium carbonate (0.64 g, 4.6 mmol) and a catalytic amount of Cu-bronze were mixed in dry 1-methyl-2-pyrrolidone (2 ml) and heated to 140° C. for 3 days. One equivalent of 1,3-dibromobenzene was added and heating was continued for 24 hours. The cooled reaction mixture was extracted with ethyl acetate. The extract was dried and concentrated and eluted through silica gel with ethyl acetate/methanol ... Starting materials: 3-chloro-6-(1-piperazinyl)imidazo[1,2-a]pyrazine. HCl, ClC1=CN=C2N1C=C(N=C2N2CCNCC2)Cl (3,6-dichloro-8-(1-piperazinyl)imidazo[1,2-a]pyrazine), Cl (HCl). Solvent: O (H2O). Yields the product ClC1=CN=C2N1C=CN=C2N2CCNCC2 (3-chloro-8-(1-piperazinyl)imidazo[1,2-a]pyrazine). RXN SMILES: [Cl:1][C:2]1[N:6]2[CH:7]=[C:8](Cl)[N:9]=[C:10]([N:11]3[CH2:16][CH2:15][NH:14][CH2:13][CH2:12]3)[C:5]2=[N:4][CH:3]=1.Cl>O>[Cl:1][C:2]1[N:6]2[CH:7]=[CH:8][N:9]=[C:10]([N:11]3[CH2:12][CH2:13][NH:14][CH2:15][CH2:16]3)[C:5]2=[N:4][CH:3]=1. Procedure details: Employing the procedure substantially as described in Example 2, Step B, but substituting for the starting material used therein an equimolecular amount of each of 3,6-dichloroimidazo[1,2-a]pyrazine and 8-bromo-3,6-dichloroimidazo[1,2-a]pyrazine, there is produced respectively: 3-chloro-6-(1-piperazinyl)imidazo[1,2-a]pyrazine. HCl.1/2 H2O (m.p. >300° C.); and 3,6-dichloro-8-(1-piperazinyl)imidazo[1,2-a]pyrazine.HCl (m.p. >350° C.). Starting materials: ClC1=CC(=C(N)C=C1)F (4-chloro-2-fluoroaniline), C1(C=2C(C(=O)O1)=CC=CC2)=O (phthalic anhydride), C(C)(=O)O (acetic acid). Run in O (water). Product: ClC1=CC(=C(C=C1)N1C(C=2C(C1=O)=CC=CC2)=O)F (N-(4-Chloro-2-fluorophenyl)phthalimide). The yield is 92.4%. Reaction SMILES: [Cl:1][C:2]1[CH:8]=[CH:7][C:5]([NH2:6])=[C:4]([F:9])[CH:3]=1.[C:10]1(=O)[O:15][C:13](=[O:14])[C:12]2=[CH:16][CH:17]=[CH:18][CH:19]=[C:11]12.C(O)(=O)C>O>[Cl:1][C:2]1[CH:8]=[CH:7][C:5]([N:6]2[C:13](=[O:14])[C:12]3=[CH:16][CH:17]=[CH:18][CH:19]=[C:11]3[C:10]2=[O:15])=[C:4]([F:9])[CH:3]=1. Reported procedure: A mixture of 29.1 g of 4-chloro-2-fluoroaniline, 29.6 g of phthalic anhydride, and 150 ml of acetic acid was heated under reflux for 2 hours under stirring. After allowing the mixture to cool, the reaction mixture was poured into water, and the precipitated solid was collected by filtration. The resulting solid was washed with water and dried under reduced pressure to afford 50.9 g of the title compound.